From a dataset of the Open Reaction Database (ORD), a public repository of structured organic reaction records. describe an organic reaction: reactants, conditions, products, and yield Starting materials: COc1ccc([N+](=O)[O-])c(Oc2ccccc2)c1, CCOC(C)=O, [H][H]. Yields the product COc1ccc(N)c(Oc2ccccc2)c1. As a reaction SMILES: [CH3:1][O:2][c:3]1[cH:4][c:5]([O:12][c:13]2[cH:14][cH:15][cH:16][cH:17][cH:18]2)[c:6]([N+:9]([O-:10])=[O:11])[cH:7][cH:8]1.[CH3:21][CH2:22][O:23][C:24](=[O:25])[CH3:26].[H:19][H:20]>>[CH3:1][O:2][c:3]1[cH:4][c:5]([O:12][c:13]2[cH:14][cH:15][cH:16][cH:17][cH:18]2)[c:6]([NH2:9])[cH:7][cH:8]1. Starting materials: C1=CC(=CC=C1C(CC(=O)O)CN)Cl (Baclofen), S(=O)(Cl)Cl (thionyl chloride), C(C)(C)N(CC)C(C)C (Diisopropylethylamine). Solvent: C(Cl)Cl (CH2Cl2). Conditions: time 10 minute. Product: ClC1=CC=C(C=C1)C1CC(NC1)=O (4-(4-Chloro-phenyl)-pyrrolidin-2-one). As a reaction SMILES: [CH:1]1[C:6]([CH:7]([CH2:12][NH2:13])[CH2:8][C:9](O)=[O:10])=[CH:5][CH:4]=[C:3]([Cl:14])[CH:2]=1.S(Cl)(Cl)=O.C(N(C(C)C)CC)(C)C>C(Cl)Cl>[Cl:14][C:3]1[CH:4]=[CH:5][C:6]([CH:7]2[CH2:12][NH:13][C:9](=[O:10])[CH2:8]2)=[CH:1][CH:2]=1. Procedure details: To Baclofen (1.0 g, 4.7 mmol) in CH2Cl2 (20 mL) was added thionyl chloride (0.38 mL, 5.2 mmol), and the reaction was stirred for 10 minutes. Diisopropylethylamine (1.5 mL) was added, and the mixture was worked-up to give the title compound. The reactants are [N+](=O)([O-])C1=CC=C(C(=O)O)C=C1 (4-Nitrobenzoic acid), C(C#C)(=O)OC (methyl propargylate), CN1CCOCC1 (N-methylmorpholine). The solvent is C(C)#N (acetonitrile). Conditions: temperature 40 celsius, time 8 hour. Yields the product [N+](=O)([O-])C1=CC=C(C(=O)OC=CC(=O)OC)C=C1 (2-methoxycarbonylvinyl 4-nitrobenzoate). The yield is 83.9%. RXN SMILES: [N+:1]([C:4]1[CH:12]=[CH:11][C:7]([C:8]([OH:10])=[O:9])=[CH:6][CH:5]=1)([O-:3])=[O:2].[C:13]([O:17][CH3:18])(=[O:16])[C:14]#[CH:15].CN1CCOCC1>C(#N)C>[N+:1]([C:4]1[CH:5]=[CH:6][C:7]([C:8]([O:10][CH:15]=[CH:14][C:13]([O:17][CH3:18])=[O:16])=[O:9])=[CH:11][CH:12]=1)([O-:3])=[O:2]. Procedure details: 4-Nitrobenzoic acid (10 g, 59.8 mmol) and methyl propargylate (5.5 g, 65.8 mmol) were dissolved in acetonitrile (100 ml), N-methylmorpholine (3 g, 30 mmol) was added, and the mixture was stirred overnight at 40° C. The reaction mixture was concentrated under reduced pressure, and the residue was washed with ether to give the title compound (12.6 g, 50.2 mmol, 83.9%).